Dataset: the Open Reaction Database (ORD), a public repository of structured organic reaction records. Task: describe an organic reaction: reactants, conditions, products, and yield Starting materials: C([O-])(O)=O.[Na+] (sodium bicarbonate), BrC=1C=NN(C1OC)C1=NC=C(C(=O)NCC2CCOCC2)C=C1 (6-(4-bromo-5-methoxy-1H-pyrazol-1-yl)-N-((tetrahydro-2H-pyran-4-yl)methyl)nicotinamide), CN1C(C=C(C=C1)B1OC(C(O1)(C)C)(C)C)=O (1-methyl-4-(4,4,5,5-tetramethyl-1,3,2-dioxaborolan-2-yl)pyridin-2(1H)-one), C([O-])(O)=O.[Na+] (sodium bicarbonate). Reagents/catalysts: C1=CC=C(C=C1)P([C-]2C=CC=C2)C3=CC=CC=C3.C1=CC=C(C=C1)P([C-]2C=CC=C2)C3=CC=CC=C3.Cl[Pd]Cl.[Fe+2].C(Cl)Cl (PdCl2(dppf) CH2Cl2), C1=CC=C(C=C1)P([C-]2C=CC=C2)C3=CC=CC=C3.C1=CC=C(C=C1)P([C-]2C=CC=C2)C3=CC=CC=C3.Cl[Pd]Cl.[Fe+2].C(Cl)Cl (PdCl2(dppf) CH2Cl2). The solvent is O (water), O1CCOCC1 (dioxane), O (water). Conditions: temperature 110 celsius. The product is COC1=C(C=NN1C1=NC=C(C(=O)NCC2CCOCC2)C=C1)C1=CC(N(C=C1)C)=O (6-(5-methoxy-4-(1-methyl-2-oxo-1,2-dihydropyridin-4-yl)-1H-pyrazol-1-yl)-N-((tetrahydro-2H-pyran-4-yl)methyl)nicotinamide). The yield is 90.0%. Reaction SMILES: Br[C:2]1[CH:3]=[N:4][N:5]([C:9]2[CH:24]=[CH:23][C:12]([C:13]([NH:15][CH2:16][CH:17]3[CH2:22][CH2:21][O:20][CH2:19][CH2:18]3)=[O:14])=[CH:11][N:10]=2)[C:6]=1[O:7][CH3:8].[CH3:25][N:26]1[CH:31]=[CH:30][C:29](B2OC(C)(C)C(C)(C)O2)=[CH:28][C:27]1=[O:41].C(=O)(O)[O-].[Na+]>O1CCOCC1.O.C1C=CC(P(C2C=CC=CC=2)[C-]2C=CC=C2)=CC=1.C1C=CC(P(C2C=CC=CC=2)[C-]2C=CC=C2)=CC=1.Cl[Pd]Cl.[Fe+2].C(Cl)Cl>[CH3:8][O:7][C:6]1[N:5]([C:9]2[CH:24]=[CH:23][C:12]([C:13]([NH:15][CH2:16][CH:17]3[CH2:22][CH2:21][O:20][CH2:19][CH2:18]3)=[O:14])=[CH:11][N:10]=2)[N:4]=[CH:3][C:2]=1[C:29]1[CH:30]=[CH:31][N:26]([CH3:25])[C:27](=[O:41])[CH:28]=1 |f:2.3,6.7.8.9.10|. Procedure details: Combined 6-(4-bromo-5-methoxy-1H-pyrazol-1-yl)-N-((tetrahydro-2H-pyran-4-yl)methyl)nicotinamide (25 mg, 0.063 mmol), 1-methyl-4-(4,4,5,5-tetramethyl-1,3,2-dioxaborolan-2-yl)pyridin-2(1H)-one (29.7 mg, 0.127 mmol), PdCl2(dppf)-CH2Cl2 adduct (4.13 mg, 5.06 μmol) and sodium bicarbonate (26.6 mg, 0.316 mmol) in dioxane (0.2 mL) and water (0.05 mL) and heated at 110° C. for 1 h in the microwave. More PdCl2(dppf)-CH2Cl2 adduct (ca. 3 mg), sodium bicarbonate (10 mg) and water (100 uL) was added and the... The reactants are C(C)(=O)N1N=C(SC1(C1=CC=CC=C1)CCNS(=O)(=O)C)NC(C)=O (N-[4-acetyl-5-(2-methanesulfonylaminoethyl)-5-phenyl-4,5-dihydro-1,3,4-thiadiazol-2-yl]acetamide), [BH4-].[Na+] (sodium borohydride), O.O.O.O.O.O.O.[Cl-].[Ce+3].[Cl-].[Cl-] (cerium chloride heptahydrate). Yields the product C(C)(=O)N1C(SC(=N1)N)(C1=CC=CC=C1)CCNS(=O)(=O)C (N-[2-(3-acetyl-5-amino-2-phenyl-2,3-dihydro-1,3,4-thiadiazol-2-yl)ethyl]methane-sulfonamide). Reaction SMILES: [C:1]([N:4]1[C:8]([CH2:15][CH2:16][NH:17][S:18]([CH3:21])(=[O:20])=[O:19])([C:9]2[CH:14]=[CH:13][CH:12]=[CH:11][CH:10]=2)[S:7][C:6]([NH:22]C(=O)C)=[N:5]1)(=[O:3])[CH3:2].[BH4-].[Na+].O.O.O.O.O.O.O.[Cl-].[Ce+3].[Cl-].[Cl-]>>[C:1]([N:4]1[N:5]=[C:6]([NH2:22])[S:7][C:8]1([CH2:15][CH2:16][NH:17][S:18]([CH3:21])(=[O:19])=[O:20])[C:9]1[CH:14]=[CH:13][CH:12]=[CH:11][CH:10]=1)(=[O:3])[CH3:2] |f:1.2,3.4.5.6.7.8.9.10.11.12.13|. Reported procedure: In the same manner as that of the method described in WO2003/051854, from N-[4-acetyl-5-(2-methanesulfonylaminoethyl)-5-phenyl-4,5-dihydro-1,3,4-thiadiazol-2-yl]acetamide (5.22 g, 13.6 mmol) obtained in Step 2 mentioned above, sodium borohydride (5.14 g, 136 mmol), and cerium chloride heptahydrate (5.07 g, 13.6 mmol), N-[2-(3-acetyl-5-amino-2-phenyl-2,3-dihydro-1,3,4-thiadiazol-2-yl)ethyl]methane-sulfonamide was obtained. Starting materials: CCOC(=O)CBr, Cc1cc(O)c2c(c1Oc1ccc(OCc3ccccc3)c(Cc3ccc(F)cc3)c1)CCC2. Product: CCOC(=O)COc1cc(C)c(Oc2ccc(OCc3ccccc3)c(Cc3ccc(F)cc3)c2)c2c1CCC2. Reaction SMILES: [Br:35][CH2:36][C:37](=[O:38])[O:39][CH2:40][CH3:41].[CH2:1]([c:2]1[cH:3][cH:4][cH:5][cH:6][cH:7]1)[O:8][c:9]1[c:10]([CH2:27][c:28]2[cH:29][cH:30][c:31]([F:34])[cH:32][cH:33]2)[cH:11][c:12]([O:13][c:14]2[c:15]([CH3:24])[cH:16][c:17]([OH:23])[c:18]3[c:22]2[CH2:21][CH2:20][CH2:19]3)[cH:25][cH:26]1>>[CH2:1]([c:2]1[cH:3][cH:4][cH:5][cH:6][cH:7]1)[O:8][c:9]1[c:10]([CH2:27][c:28]2[cH:29][cH:30][c:31]([F:34])[cH:32][cH:33]2)[cH:11][c:12]([O:13][c:14]2[c:15]([CH3:24])[cH:16][c:17]([O:23][CH2:36][C:37](=[O:38])[O:39][CH2:40][CH3:41])[c:18]3[c:22]2[CH2:21][CH2:20][CH2:19]3)[cH:25][cH:26]1. Starting materials: ClC1=NC(=NC=C1C(F)(F)F)NC1=CC=C(CP(OCC)(OCC)=O)C=C1 (diethyl (4-{[4-chloro-5-(trifluoromethyl)pyrimidin-2-yl]amino}benzyl)phosphonate), NC=1C=CC=C2C(N(C(C12)=O)C)(C)C (7-Amino-2,3,3-trimethyl-2,3-dihydro-1H-isoindol-1-one), NC=1C=CC=C2C(N(C(C12)=O)C)(C)C (7-Amino-2,3,3-trimethyl-2,3-dihydro-1H-isoindol-1-one). Yields the product FC(C=1C(=NC(=NC1)NC1=CC=C(CP(OCC)(OCC)=O)C=C1)NC1=C2C(N(C(C2=CC=C1)(C)C)C)=O)(F)F (Diethyl [4-({5-(trifluoromethyl)-4-[(1,1,2-trimethyl-3-oxo-2,3-dihydro-1H-isoindol-4-yl)amino]pyrimidin-2-yl}amino)benzyl]phosphonate). Reaction SMILES: Cl[C:2]1[C:7]([C:8]([F:11])([F:10])[F:9])=[CH:6][N:5]=[C:4]([NH:12][C:13]2[CH:27]=[CH:26][C:16]([CH2:17][P:18](=[O:25])([O:22][CH2:23][CH3:24])[O:19][CH2:20][CH3:21])=[CH:15][CH:14]=2)[N:3]=1.[NH2:28][C:29]1[CH:30]=[CH:31][CH:32]=[C:33]2[C:37]=1[C:36](=[O:38])[N:35]([CH3:39])[C:34]2([CH3:41])[CH3:40]>>[F:9][C:8]([F:11])([F:10])[C:7]1[C:2]([NH:28][C:29]2[CH:30]=[CH:31][CH:32]=[C:33]3[C:37]=2[C:36](=[O:38])[N:35]([CH3:39])[C:34]3([CH3:40])[CH3:41])=[N:3][C:4]([NH:12][C:13]2[CH:27]=[CH:26][C:16]([CH2:17][P:18](=[O:25])([O:22][CH2:23][CH3:24])[O:19][CH2:20][CH3:21])=[CH:15][CH:14]=2)=[N:5][CH:6]=1. Reported procedure: The title compound was prepared according to the procedure from Example 102 using diethyl (4-{[4-chloro-5-(trifluoromethyl)pyrimidin-2-yl]amino}benzyl)phosphonate and 7-Amino-2,3,3-trimethyl-2,3-dihydro-1H-isoindol-1-one (Compound 148A). 1H NMR (400 MHz, DMSO-d6) δ ppm: 9.71 (br s, 1H), 8.94 (br s, 1H), 8.35 (s, 1H), 7.43 (dd, J=6.2, 1.9 Hz, 1H), 7.06-7.30 (m, 4H), 6.80 (br s, 2H), 3.80-3.95 (m, 4H), 3.13 (s, 3H), 3.01 (d, J=21.5 Hz, 2H), 1.27 (s, 6H), 1.14 (t, J=7.1 Hz, 6H). MS (ES+): m/z 578.1...